From a dataset of the Open Reaction Database (ORD), a public repository of structured organic reaction records. describe an organic reaction: reactants, conditions, products, and yield The reactants are resultant mixture, C12(CC3(CC(CC(C1)C3)C2)O)O (1,3-adamantanediol), Co(AA)2, C(C)(=O)O (acetic acid), [C]=O (carbon monoxide), O=O (oxygen). The product is C(=O)(O)C12CC3(CC(CC(C1)C3)(C2)O)O (1-carboxy-3,5-adamantanediol). The yield is 80.0%. Reaction SMILES: [C:1]12([OH:12])[CH2:10][CH:5]3[CH2:6][CH:7]([CH2:9][C:3]([OH:11])([CH2:4]3)[CH2:2]1)[CH2:8]2.[C]=O.O=O.[C:17]([OH:20])(=[O:19])C>>[C:17]([C:5]12[CH2:10][C:1]3([OH:12])[CH2:8][CH:7]([CH2:9][C:3]([OH:11])([CH2:2]3)[CH2:4]1)[CH2:6]2)([OH:20])=[O:19] |^3:12|. Procedure details: A reactor was charged with 10 mmole of 1,3-adamantanediol, 1 mmole of NHPI, 0.005 mmole of Co(AA)2 and 25 mL of acetic acid, then equipped with a gas bag of mixed gas (a mixed gas of 2 L of carbon monoxide and 0.5 L of oxygen; pressure: 5 kg/cm). The resultant mixture was stirred for 6 hours at 60° C. to give 1-carboxy-3,5-adamantanediol (yield 80%). The conversion of 1,3-adamantanediol was 99%. The reactants are solution, [H-].[Al+3].[Li+].[H-].[H-].[H-] (lithium aluminum hydride), ClC1=C(C=CC=C1)N1N=CC(=C1)C(=O)OCC (Ethyl 1-(2-chlorophenyl)-1H-pyrazole-4-carboxylate), O (water), C(=O)([O-])C(O)C(O)C(=O)[O-].[Na+].[K+] (potassium sodium tartrate). Solvent: C1CCOC1 (THF), C1CCOC1 (THF). Conditions: time 1 hour. Product: ClC1=C(C=CC=C1)N1N=CC(=C1)CO ([1-(2-Chlorophenyl)-1H-pyrazol-4-yl]methanol). RXN SMILES: [Cl:1][C:2]1[CH:7]=[CH:6][CH:5]=[CH:4][C:3]=1[N:8]1[CH:12]=[C:11]([C:13](OCC)=[O:14])[CH:10]=[N:9]1.[H-].[Al+3].[Li+].[H-].[H-].[H-].O.C(C(C(C([O-])=O)O)O)([O-])=O.[Na+].[K+]>C1COCC1>[Cl:1][C:2]1[CH:7]=[CH:6][CH:5]=[CH:4][C:3]=1[N:8]1[CH:12]=[C:11]([CH2:13][OH:14])[CH:10]=[N:9]1 |f:1.2.3.4.5.6,8.9.10|. Procedure details: 80 mg (0.32 mmol) of the compound from Example 35A were dissolved in 2 ml of THF, and 335 μl (0.34 mmol) of a 1 N solution of lithium aluminum hydride in THF were added at −10° C. Over a period of one hour, the mixture was then warmed to RT. For work-up, 2 ml of water and 5 ml of saturated potassium sodium tartrate solution were added and the mixture was extracted twice with in each case 10 ml of ethyl acetate. The combined organic phases were dried over sodium sulfate, filtered and concentrated... Reactants: OCCOCCOCc1ccccc1Br, BrCc1ccccc1Br, C1CCOC1, CCCC[N+](CCCC)(CCCC)CCCC, OCCC(F)(F)F, [H-], [I-], [Na+]. Product: FC(F)(F)CCOCc1ccccc1Br. Reaction SMILES: [Br:1][c:2]1[c:3]([CH2:4][O:5][CH2:6][CH2:7][O:8][CH2:9][CH2:10][OH:11])[cH:12][cH:13][cH:14][cH:15]1.[Br:25][c:26]1[cH:27][cH:28][cH:29][cH:30][c:31]1[CH2:32][Br:33].[CH2:34]1[O:35][CH2:36][CH2:37][CH2:38]1.[CH2:40]([N+:41]([CH2:42][CH2:43][CH2:44][CH3:45])([CH2:46][CH2:47][CH2:48][CH3:49])[CH2:50][CH2:51][CH2:52][CH3:53])[CH2:54][CH2:55][CH3:56].[F:18][C:19]([CH2:20][CH2:21][OH:22])([F:23])[F:24].[H-:17].[I-:39].[Na+:16]>>[Br:1][c:2]1[c:3]([CH2:4][O:5][CH2:6][CH2:7][C:19]([F:18])([F:23])[F:24])[cH:12][cH:13][cH:14][cH:15]1. Reaction SMILES: CO[C:3](=[O:12])[C:4]1[CH:9]=[C:8](Br)[C:7](Cl)=[N:6][CH:5]=1.[NH:13]1[CH2:17][CH2:16][CH2:15][CH2:14]1.[F:18][C:19]([F:31])([F:30])[O:20][C:21]1[CH:26]=[CH:25][C:24](B(O)O)=[CH:23][CH:22]=1.[NH2:32][C@@H:33]([CH2:38][OH:39])[CH2:34][CH:35]([CH3:37])[CH3:36]>>[OH:39][CH2:38][C@H:33]([NH:32][C:3](=[O:12])[C:4]1[CH:9]=[C:8]([C:24]2[CH:25]=[CH:26][C:21]([O:20][C:19]([F:31])([F:30])[F:18])=[CH:22][CH:23]=2)[C:7]([N:13]2[CH2:17][CH2:16][CH2:15][CH2:14]2)=[N:6][CH:5]=1)[CH2:34][CH:35]([CH3:37])[CH3:36]. The reactants are COC(C1=CN=C(C(=C1)Br)Cl)=O (5-bromo-6-chloro-nicotinic acid methyl ester), N[C@H](CC(C)C)CO ((R)-(−)-leucinol), N1CCCC1 (pyrrolidine), FC(OC1=CC=C(C=C1)B(O)O)(F)F (4-trifluoromethoxyphenyl-boronic acid). Yields the product OC[C@@H](CC(C)C)NC(C1=CN=C(C(=C1)C1=CC=C(C=C1)OC(F)(F)F)N1CCCC1)=O (N—((R)-1-Hydroxymethyl-3-methyl-butyl)-6-pyrrolidin-1-yl-5-(4-trifluoromethoxy-phenyl)-nicotinamide). Reported procedure: The title compound was synthesized in analogy to the procedure described for the preparation of Example 43, using 5-bromo-6-chloro-nicotinic acid methyl ester, pyrrolidine (commercially available), 4-trifluoromethoxyphenyl-boronic acid (commercially available) and (R)-(−)-leucinol (commercially available) as starting materials. MS (ISP): 452.3 (M+H+).